Dataset: the Open Reaction Database (ORD), a public repository of structured organic reaction records. Task: describe an organic reaction: reactants, conditions, products, and yield The reactants are C(C)OC(C(C)OC=1C(=NC(=CC1)Cl)Cl)=O (2-[(2,6-dichloro-3-pyridyl)oxy]propionic acid ethyl ester), Cl (hydrochloric acid). Solvent: [OH-].[Na+] (sodium hydroxide). The product is ClC1=NC(=CC=C1OC(C(=O)O)C)Cl (2-[(2,6-dichloro-3-pyridyl)oxy]propionic acid). Yield: 61.8%. RXN SMILES: C([O:3][C:4](=[O:16])[CH:5]([O:7][C:8]1[C:9]([Cl:15])=[N:10][C:11]([Cl:14])=[CH:12][CH:13]=1)[CH3:6])C.Cl>[OH-].[Na+]>[Cl:15][C:9]1[C:8]([O:7][CH:5]([CH3:6])[C:4]([OH:16])=[O:3])=[CH:13][CH:12]=[C:11]([Cl:14])[N:10]=1 |f:2.3|. Procedure details: 105 g of 2-[(2,6-dichloro-3-pyridyl)oxy]propionic acid ethyl ester is refluxed with 550 ml of 1N sodium hydroxide solution for 1 hour. The pH value of the solution is brought to 1.5 with concentrated hydrochloric acid and the solution is filtered. Recrystallisation in ethanol/water yields 58 g of the above acid; m.p. 128°-131°; RXN SMILES: [C:83]([O:84][BH-:85]([O:86][C:87](=[O:88])[CH3:89])[O:90][C:91](=[O:92])[CH3:93])(=[O:94])[CH3:95].[CH2:1]([c:2]1[cH:3][cH:4][cH:5][cH:6][cH:7]1)[O:8][C:9]([NH:10][CH:11]([CH:12]([CH3:13])[OH:14])[C:15]([NH:16][CH2:17][CH2:18][CH:19]=[O:20])=[O:21])=[O:22].[CH3:102][C:103](=[O:104])[OH:105].[NH2:23][CH:24]([C:25](=[O:26])[O:27][CH2:28][CH3:29])[CH:30]([CH:31]1[O:32][CH:33]([n:44]2[c:45](=[O:51])[nH:46][c:47](=[O:50])[cH:48][cH:49]2)[CH:34]([O:40][C:41]([CH3:42])=[O:43])[CH:35]1[O:36][C:37]([CH3:38])=[O:39])[OH:52].[NH2:53][CH:54]([CH:55]([OH:56])[CH:57]1[CH:58]([O:59][C:60](=[O:61])[CH3:62])[CH:63]([O:64][C:65](=[O:66])[CH3:67])[CH:68]([n:69]2[cH:70][cH:71][c:72](=[O:73])[nH:74][c:75]2=[O:76])[O:77]1)[C:78]([O:79][CH2:80][CH3:81])=[O:82].[Na+:96].[O:97]1[CH2:98][CH2:99][CH2:100][CH2:101]1>>[CH2:1]([c:2]1[cH:3][cH:4][cH:5][cH:6][cH:7]1)[O:8][C:9]([NH:10][CH:11]([CH:12]([CH3:13])[OH:14])[C:15]([NH:16][CH2:17][CH2:18][CH2:19][NH:23][CH:24]([C:25](=[O:26])[O:27][CH2:28][CH3:29])[CH:30]([CH:31]1[O:32][CH:33]([n:44]2[c:45](=[O:51])[nH:46][c:47](=[O:50])[cH:48][cH:49]2)[CH:34]([O:40][C:41]([CH3:42])=[O:43])[CH:35]1[O:36][C:37]([CH3:38])=[O:39])[OH:52])=[O:21])=[O:22]. The reactants are CC(=O)O[BH-](OC(C)=O)OC(C)=O, CC(O)C(NC(=O)OCc1ccccc1)C(=O)NCCC=O, CC(=O)O, CCOC(=O)C(N)C(O)C1OC(n2ccc(=O)[nH]c2=O)C(OC(C)=O)C1OC(C)=O, CCOC(=O)C(N)C(O)C1OC(n2ccc(=O)[nH]c2=O)C(OC(C)=O)C1OC(C)=O, [Na+], C1CCOC1. Yields the product CCOC(=O)C(NCCCNC(=O)C(NC(=O)OCc1ccccc1)C(C)O)C(O)C1OC(n2ccc(=O)[nH]c2=O)C(OC(C)=O)C1OC(C)=O. Reactants: O=C1OC(=O)C2CCCC12, CCOC(C)=O, NCc1ccccc1, C1CCOC1. Yields the product O=C1C2CCCC2C(=O)N1Cc1ccccc1. As a reaction SMILES: [C:9]1(=[O:18])[O:10][C:11](=[O:17])[CH:12]2[CH:13]1[CH2:14][CH2:15][CH2:16]2.[CH3:24][CH2:25][O:26][C:27](=[O:28])[CH3:29].[NH2:1][CH2:2][c:3]1[cH:4][cH:5][cH:6][cH:7][cH:8]1.[O:19]1[CH2:20][CH2:21][CH2:22][CH2:23]1>>[N:1]1([CH2:2][c:3]2[cH:4][cH:5][cH:6][cH:7][cH:8]2)[C:9](=[O:10])[CH:13]2[CH:12]([C:11]1=[O:17])[CH2:16][CH2:15][CH2:14]2. Yields the product Cc1cc2c(cc1C)C(=O)C(Br)=C(N)C2=O. As a reaction SMILES: [Br:2][C:3]1=[C:12]([Br:13])[C:11](=[O:14])[c:10]2[c:5]([cH:6][c:7]([CH3:16])[c:8]([CH3:15])[cH:9]2)[C:4]1=[O:17].[NH3:1].[O-:18][N+:19]([c:20]1[cH:21][cH:22][cH:23][cH:24][cH:25]1)=[O:26]>>[NH2:1][C:12]1=[C:3]([Br:2])[C:4](=[O:17])[c:5]2[cH:6][c:7]([CH3:16])[c:8]([CH3:15])[cH:9][c:10]2[C:11]1=[O:14]. The reactants are Cc1cc2c(cc1C)C(=O)C(Br)=C(Br)C2=O, N, O=[N+]([O-])c1ccccc1. Starting materials: CC(C)(C)OC(=O)Nc1cc(OCC(F)(F)F)c(C(F)(F)F)cc1NC(=O)CC(=O)c1cccc(-c2ccncc2)c1, ClCCl, O=C(O)C(F)(F)F. The product is O=C1CC(c2cccc(-c3ccncc3)c2)=Nc2cc(OCC(F)(F)F)c(C(F)(F)F)cc2N1. As a reaction SMILES: [C:1]([O:2][C:3](=[O:4])[NH:7][c:8]1[c:9]([NH:24][C:25]([CH2:26][C:27](=[O:5])[c:28]2[cH:29][c:30](-[c:34]3[cH:35][cH:36][n:37][cH:38][cH:39]3)[cH:31][cH:32][cH:33]2)=[O:41])[cH:10][c:11]([C:20]([F:21])([F:22])[F:23])[c:12]([O:14][CH2:15][C:16]([F:17])([F:18])[F:19])[cH:13]1)([CH3:6])([CH3:40])[CH3:42].[Cl:50][CH2:51][Cl:52].[F:43][C:44]([F:45])([F:46])[C:47]([OH:48])=[O:49]>>[N:7]1=[C:27]([c:28]2[cH:29][c:30](-[c:34]3[cH:35][cH:36][n:37][cH:38][cH:39]3)[cH:31][cH:32][cH:33]2)[CH2:26][C:25](=[O:41])[NH:24][c:9]2[c:8]1[cH:13][c:12]([O:14][CH2:15][C:16]([F:17])([F:18])[F:19])[c:11]([C:20]([F:21])([F:22])[F:23])[cH:10]2.